describe an organic reaction: reactants, conditions, products, and yield From a dataset of the Open Reaction Database (ORD), a public repository of structured organic reaction records. The reactants are [Li]CCCC (n-BuLi), [O-]S(=O)(=O)C(F)(F)F.F[N+]1=C(C=C(C=C1C)C)C (1-fluoro-2,4,6-trimethylpyridinium triflate), CN(C)CCN(C)C (TMEDA), C(CC)[C@@H]1CC[C@H](CC1)C1=CC=C(C=C1)C1=CC=C(C=C1)C(F)(F)F (4-(trans-4-n-propylcyclohexyl)-4'-trifluoromethylbiphenyl). The solvent is CCCCCC (n-hexane), C1CCOC1 (THF). Yields the product C(CC)[C@@H]1CC[C@H](CC1)C1=CC=C(C=C1)C1=CC(=C(C=C1)C(F)(F)F)F (4-(trans-4-n-propylcyclohexyl)-3'-fluoro-4'-trifluoromethylbiphenyl). As a reaction SMILES: CN(CCN(C)C)C.[CH2:9]([C@H:12]1[CH2:17][CH2:16][C@H:15]([C:18]2[CH:23]=[CH:22][C:21]([C:24]3[CH:29]=[CH:28][C:27]([C:30]([F:33])([F:32])[F:31])=[CH:26][CH:25]=3)=[CH:20][CH:19]=2)[CH2:14][CH2:13]1)[CH2:10][CH3:11].[Li]CCCC.[O-]S(C(F)(F)[F:44])(=O)=O.F[N+]1C(C)=CC(C)=CC=1C>CCCCCC.C1COCC1>[CH2:9]([C@H:12]1[CH2:13][CH2:14][C@H:15]([C:18]2[CH:23]=[CH:22][C:21]([C:24]3[CH:29]=[CH:28][C:27]([C:30]([F:31])([F:32])[F:33])=[C:26]([F:44])[CH:25]=3)=[CH:20][CH:19]=2)[CH2:16][CH2:17]1)[CH2:10][CH3:11] |f:3.4|. Procedure: 0.01 mol of TMEDA is added to a solution of 0.01 mol of 4-(trans-4-n-propylcyclohexyl)-4'-trifluoromethylbiphenyl in 10 ml of n-hexane. At 0°-5° C. 0.01 mol of n-BuLi is added, and stirring at RT is continued for another half an hour and at 40° C. for half an hour. The mixture is then cooled to 0° C., 20 ml of THF are added, and the fluorinating agent 1-fluoro-2,4,6-trimethylpyridinium triflate (in THF) is added dropwise at this temperature according to scheme 21. Extractive work-up and, as is c... The reactants are C(C)(=O)OC1=C(C(=O)N2CCC3=CC(=CC=C23)CN2C(=NC=3C2=NC(=CC3C)C)CC)C=CC=C1 (3-[N-(2-acetoxybenzoyl)-5-dihydroindolyl]methyl-5,7-dimethyl-2-ethyl-3H-imidazo[4,5-b]pyridine), 2,3-dichloro-5,6-dicyano-1,4-quinone. Solvent: O1CCOCC1 (1,4-dioxane). The product is C(C)(=O)OC1=C(C(=O)N2C=CC3=CC(=CC=C23)CN2C(=NC=3C2=NC(=CC3C)C)CC)C=CC=C1 (3-[N-(2-acetoxybenzoyl)-5-indolyl]methyl-5,7-dimethyl-2-ethyl-3H-imidazo[4,5-b]pyridine). The yield is 22.8%. RXN SMILES: [C:1]([O:4][C:5]1[CH:35]=[CH:34][CH:33]=[CH:32][C:6]=1[C:7]([N:9]1[C:17]2[C:12](=[CH:13][C:14]([CH2:18][N:19]3[C:23]4=[N:24][C:25]([CH3:29])=[CH:26][C:27]([CH3:28])=[C:22]4[N:21]=[C:20]3[CH2:30][CH3:31])=[CH:15][CH:16]=2)[CH2:11][CH2:10]1)=[O:8])(=[O:3])[CH3:2]>O1CCOCC1>[C:1]([O:4][C:5]1[CH:35]=[CH:34][CH:33]=[CH:32][C:6]=1[C:7]([N:9]1[C:17]2[C:12](=[CH:13][C:14]([CH2:18][N:19]3[C:23]4=[N:24][C:25]([CH3:29])=[CH:26][C:27]([CH3:28])=[C:22]4[N:21]=[C:20]3[CH2:30][CH3:31])=[CH:15][CH:16]=2)[CH:11]=[CH:10]1)=[O:8])(=[O:3])[CH3:2]. Reported procedure: To a refluxing solution of 220 mg (0.47 mmol) of the product of Example 19 in 5 mL of 1,4-dioxane was added 320 mg (1.41 mmol, 3.0 eq) of 2,3-dichloro-5,6-dicyano-1,4-quinone. The mixture was refluxed for 6 hours then cooled and concentrated in vacuo. The resultant oil was flash chromatographed with ethyl acetate to yield 50 mg (23%) of the titled compound as a white solid. The reactants are B, COC1CCC(C(=O)O)CC1, C1CCOC1, C1CCOC1. Yields the product COC1CCC(CO)CC1. As a reaction SMILES: [BH3:17].[CH3:1][O:2][CH:3]1[CH2:4][CH2:5][CH:6]([C:9](=[O:10])[OH:11])[CH2:7][CH2:8]1.[O:12]1[CH2:13][CH2:14][CH2:15][CH2:16]1.[O:18]1[CH2:19][CH2:20][CH2:21][CH2:22]1>>[CH3:1][O:2][CH:3]1[CH2:4][CH2:5][CH:6]([CH2:9][OH:10])[CH2:7][CH2:8]1. The reactants are CN(C)C=O, O=C(O)c1ccc(O)cc1Cl, [H-], CI, [Na+], O. The product is COc1ccc(C(=O)O)c(Cl)c1. Reaction SMILES: [CH3:17][N:18]([CH3:19])[CH:20]=[O:21].[Cl:2][c:3]1[c:4]([C:5](=[O:6])[OH:7])[cH:8][cH:9][c:10]([OH:12])[cH:11]1.[H-:15].[I:13][CH3:14].[Na+:16].[OH2:1]>>[Cl:2][c:3]1[c:4]([C:5](=[O:6])[OH:7])[cH:8][cH:9][c:10]([O:12][CH3:14])[cH:11]1. Product: CO[C@H]1C[C@H](N2C(/C(/CC[C@@H]2C1)=C/C1=CC(=C(C=C1)N1C=NC(=C1)C)OC)=O)C1=CC(=C(C(=C1)F)F)F ((E)-(6S,8R,9aR)-8-methoxy-3-[3-methoxy-4-(4-methyl-1H-imidazol-1-yl)benzylidene]-6-(3,4,5-trifluorophenyl)octahydroquinolizin-4-one). Starting materials: [H-].[Na+] (Sodium hydride), IC (iodomethane), FC=1C=C(C=C(C1F)F)[C@H]1N2C(/C(/CC[C@@H]2C[C@H](C1)O)=C/C1=CC(=C(C=C1)N1C=NC(=C1)C)OC)=O ((E)-(6S,8R,9aR)-6-(3,4,5-trifluorophenyl)-8-hydroxy-3-[3-methoxy-4-(4-methyl-1H-imidazol-1-yl)benzylidene]octahydroquinolizin-4-one), BrCCCC(=O)N1C(CC(C=C1)=O)C1=CC(=C(C(=C1)F)F)F (1-(4-bromobutyryl)-2-(3,4,5-trifluorophenyl)-2,3-dihydro-1H-pyridin-4-one). RXN SMILES: [H-].[Na+].IC.[F:5][C:6]1[CH:7]=[C:8]([C@@H:14]2[CH2:23][C@H:22]([OH:24])[CH2:21][C@@H:20]3[N:15]2[C:16](=[O:40])/[C:17](=[CH:25]/[C:26]2[CH:31]=[CH:30][C:29]([N:32]4[CH:36]=[C:35]([CH3:37])[N:34]=[CH:33]4)=[C:28]([O:38][CH3:39])[CH:27]=2)/[CH2:18][CH2:19]3)[CH:9]=[C:10]([F:13])[C:11]=1[F:12].Br[CH2:42]CCC(N1C=CC(=O)CC1C1C=C(F)C(F)=C(F)C=1)=O>C1COCC1.C(OCC)(=O)C.O>[CH3:42][O:24][C@@H:22]1[CH2:21][C@@H:20]2[N:15]([C:16](=[O:40])/[C:17](=[CH:25]/[C:26]3[CH:31]=[CH:30][C:29]([N:32]4[CH:36]=[C:35]([CH3:37])[N:34]=[CH:33]4)=[C:28]([O:38][CH3:39])[CH:27]=3)/[CH2:18][CH2:19]2)[C@H:14]([C:8]2[CH:7]=[C:6]([F:5])[C:11]([F:12])=[C:10]([F:13])[CH:9]=2)[CH2:23]1 |f:0.1|. Run in C(C)(=O)OCC (ethyl acetate), O (Water), C1CCOC1 (THF). Reported procedure: Sodium hydride (4.0 mg) and iodomethane (6.3 μL) were added to a solution of (E)-(6S,8R,9aR)-6-(3,4,5-trifluorophenyl)-8-hydroxy-3-[3-methoxy-4-(4-methyl-1H-imidazol-1-yl)benzylidene]octahydroquinolizin-4-one that is an optically active compound obtained in Example 71 with a retention time of 4.8 minutes (10 mg) in THF (2.0 mL) under ice-cooling, and the reaction solution was stirred at room temperature overnight. Water and ethyl acetate were added to the reaction solution, and the organic layer... Conditions: time 8 hour. The reactants are O=C(CN1CCC(CC1)N1C(NC2=C1C=CC=C2)=O)C2=CC=CC=C2 (1-[2-oxo-2-phenyl-1-ethyl]-4-(2-keto-1-benzimidazolinyl)-piperidine), [BH4-].[Na+] (sodium borohydride). Solvent: CO (methanol). The product is OC(CN1CCC(CC1)N1C(NC2=C1C=CC=C2)=O)C2=CC=CC=C2 (1-[2-hydroxy-2-phenyl-1-ethyl]-4-(2-keto-1-benzimidazolinyl)-piperidine). Isolated yield 67.7%. RXN SMILES: [O:1]=[C:2]([C:20]1[CH:25]=[CH:24][CH:23]=[CH:22][CH:21]=1)[CH2:3][N:4]1[CH2:9][CH2:8][CH:7]([N:10]2[C:14]3[CH:15]=[CH:16][CH:17]=[CH:18][C:13]=3[NH:12][C:11]2=[O:19])[CH2:6][CH2:5]1.[BH4-].[Na+]>CO>[OH:1][CH:2]([C:20]1[CH:25]=[CH:24][CH:23]=[CH:22][CH:21]=1)[CH2:3][N:4]1[CH2:5][CH2:6][CH:7]([N:10]2[C:14]3[CH:15]=[CH:16][CH:17]=[CH:18][C:13]=3[NH:12][C:11]2=[O:19])[CH2:8][CH2:9]1 |f:1.2|. Procedure details: 1.91 g of the product obtained in Example 24 is dissolved in 30 ml of methanol, and reacted with 1.1 g of sodium borohydride under the same conditions as in Example 7 to obtain 1.62 g of a crude product. Recrystallization of the product from ethanol yields 1.3 g of 1-[2-hydroxy-2-phenyl-1-ethyl]-4-(2-keto-1-benzimidazolinyl)-piperidine.